From a dataset of the Open Reaction Database (ORD), a public repository of structured organic reaction records. describe an organic reaction: reactants, conditions, products, and yield Reactants: C1CCOC1, CO, CCCOC1CN(c2ncc(C(=O)OCC)s2)CCC1NC(=O)c1nc(Cl)c(CC)[nH]1, [Li+], [OH-]. Product: CCCOC1CN(c2ncc(C(=O)O)s2)CCC1NC(=O)c1nc(Cl)c(CC)[nH]1. As a reaction SMILES: [CH2:36]1[O:37][CH2:38][CH2:39][CH2:40]1.[CH3:34][OH:35].[Cl:1][c:2]1[n:3][c:4]([C:9](=[O:10])[NH:11][CH:12]2[CH:13]([O:28][CH2:29][CH2:30][CH3:31])[CH2:14][N:15]([c:18]3[s:19][c:20]([C:23](=[O:24])[O:25][CH2:26][CH3:27])[cH:21][n:22]3)[CH2:16][CH2:17]2)[nH:5][c:6]1[CH2:7][CH3:8].[Li+:32].[OH-:33]>>[Cl:1][c:2]1[n:3][c:4]([C:9](=[O:10])[NH:11][CH:12]2[CH:13]([O:28][CH2:29][CH2:30][CH3:31])[CH2:14][N:15]([c:18]3[s:19][c:20]([C:23](=[O:24])[OH:25])[cH:21][n:22]3)[CH2:16][CH2:17]2)[nH:5][c:6]1[CH2:7][CH3:8]. Starting materials: CCC(=O)CC(=O)NC, ClC(Cl)Cl, N, Cc1ccccc1C. The product is CCC(N)=CC(=O)NC. RXN SMILES: [C:1]([CH2:2][CH3:3])(=[O:4])[CH2:5][C:6](=[O:7])[NH:8][CH3:9].[Cl:19][CH:20]([Cl:21])[Cl:22].[NH3:10].[c:11]1([CH3:12])[c:13]([CH3:14])[cH:15][cH:16][cH:17][cH:18]1>>[C:1]([CH2:2][CH3:3])(=[CH:5][C:6](=[O:7])[NH:8][CH3:9])[NH2:10]. RXN SMILES: Cl[CH2:2][C:3]1[CH:8]=[CH:7][CH:6]=[C:5]([S:9][CH:10]2[CH2:13][CH2:12][CH2:11]2)[N:4]=1.C([O:16][C:17](=[O:28])[CH2:18][CH2:19][C:20]1[CH:25]=[CH:24][C:23]([OH:26])=[C:22]([F:27])[CH:21]=1)C>>[CH:10]1([S:9][C:5]2[N:4]=[C:3]([CH2:2][O:26][C:23]3[CH:24]=[CH:25][C:20]([CH2:19][CH2:18][C:17]([OH:28])=[O:16])=[CH:21][C:22]=3[F:27])[CH:8]=[CH:7][CH:6]=2)[CH2:13][CH2:12][CH2:11]1. The reactants are ClCC1=NC(=CC=C1)SC1CCC1 (2-Chloromethyl-6-cyclobutylsulfanyl-pyridine), C(C)OC(CCC1=CC(=C(C=C1)O)F)=O (3-(3-fluoro-4-hydroxy-phenyl)-propionic acid ethyl ester). The product is C1(CCC1)SC1=CC=CC(=N1)COC1=C(C=C(C=C1)CCC(=O)O)F (3-[4-(6-cyclobutylsulfanyl-pyridin-2-ylmethoxy)-3-fluoro-phenyl]-propionic acid). Isolated yield 85.0%. Procedure: 2-Chloromethyl-6-cyclobutylsulfanyl-pyridine (0.030 g, 0.14 mmol) obtained in Step C of Preparation Example 37 and 3-(3-fluoro-4-hydroxy-phenyl)-propionic acid ethyl ester (0.030 g, 0.14 mmol) obtained in Step C of Preparation Example 6 were used to react sequentially in the same manner as in Steps A and B of Example 1 to obtain the title compound (0.043 g, 84%). As a reaction SMILES: [F:1][C:2]1[CH:7]=[CH:6][C:5]([S:8]([NH:11][C:12]2[CH:21]=[CH:20][C:19]3[CH2:18][CH2:17][CH2:16][C:15](=O)[C:14]=3[C:13]=2[C:23]([OH:25])=[O:24])(=[O:10])=[O:9])=[CH:4][CH:3]=1.[BH3-]C#[N:28].[Na+].C([O-])(=O)C.[NH4+]>CO>[NH2:28][CH:15]1[C:14]2[C:13]([C:23]([OH:25])=[O:24])=[C:12]([NH:11][S:8]([C:5]3[CH:6]=[CH:7][C:2]([F:1])=[CH:3][CH:4]=3)(=[O:10])=[O:9])[CH:21]=[CH:20][C:19]=2[CH2:18][CH2:17][CH2:16]1 |f:1.2,3.4|. The solvent is CO (methanol). Starting materials: FC1=CC=C(C=C1)S(=O)(=O)NC1=C(C=2C(CCCC2C=C1)=O)C(=O)O (2-{[(4-fluorophenyl)sulfonyl]amino}-8-oxo-5,6,7,8-tetrahydro-1-naphthalenecarboxylic acid), [BH3-]C#N.[Na+] (NaCNBH3), C(C)(=O)[O-].[NH4+] (ammonium acetate). Reported procedure: A mixture of Example 103B (20 mg, 0.055 mmol), NaCNBH3 (17.2 mg, 0.275 mmol), and ammonium acetate (42 mg, 0.55 mmol) in methanol (5 mL) was heated to reflux overnight and concentrated. The concentrate was purified by reverse-phase HPLC to provide the desired product. MS (ESI) m/e 363 (M−H)−; 1H NMR (300 MHz, DMSO-d6) δ 8.4 (br s, 2H), 7.66 (m, 2H), 7.36 (m, 2H), 7.25 (d, 1H), 7.14 (d, 1H), 4.42 (br s, 1H), 2.65 (m, 2H), 2.06 (m, 2H), 1.68 (m, 2H). Product: NC1CCCC=2C=CC(=C(C12)C(=O)O)NS(=O)(=O)C1=CC=C(C=C1)F (8-amino-2-{[(4-fluorophenyl)sulfonyl]amino}-5,6,7,8-tetrahydro-1-naphthalenecarboxylic acid). The reactants are BrC1=C(C(=O)NCC23CC4CC(CC(C2)C4)C3)C=C(C=C1)CBr (2-bromo-5-bromomethyl-N-(tricyclo[3.3.1.13,7]dec-1-ylmethyl)-benzamide), C(C)(C)(C)OC(=O)N1CCNCC1 (1-tertbutyloxycarbonylpiperazine), C([O-])([O-])=O.[K+].[K+] (potassium carbonate), [I-].[K+] (potassium iodide). Solvent: CC(=O)C (acetone). The product is CCCC(C)C (isohexane), BrC1=C(C(=O)NCC23CC4CC(CC(C2)C4)C3)C=C(C=C1)CN1CCN(CC1)C(=O)OC(C)(C)C (2-Bromo-5-(4-[{1,1-dimethylethyl}oxycarbonyl]-piperazin-1-yl)methyl-N-(tricyclo[3.3.1.13,7]dec-1-ylmethyl)-benzamide). Isolated yield 151.8%. RXN SMILES: [Br:1][C:2]1[CH:21]=[CH:20][C:19]([CH2:22]Br)=[CH:18][C:3]=1[C:4]([NH:6][CH2:7][C:8]12[CH2:17][CH:12]3[CH2:13][CH:14]([CH2:16][CH:10]([CH2:11]3)[CH2:9]1)[CH2:15]2)=[O:5].[C:24]([O:28][C:29]([N:31]1[CH2:36][CH2:35][NH:34][CH2:33][CH2:32]1)=[O:30])([CH3:27])([CH3:26])[CH3:25].C(=O)([O-])[O-].[K+].[K+].[I-].[K+]>CC(C)=O>[CH3:20][CH2:21][CH2:2][CH:3]([CH3:18])[CH3:4].[Br:1][C:2]1[CH:21]=[CH:20][C:19]([CH2:22][N:34]2[CH2:33][CH2:32][N:31]([C:29]([O:28][C:24]([CH3:27])([CH3:26])[CH3:25])=[O:30])[CH2:36][CH2:35]2)=[CH:18][C:3]=1[C:4]([NH:6][CH2:7][C:8]12[CH2:15][CH:14]3[CH2:16][CH:10]([CH2:11][CH:12]([CH2:13]3)[CH2:17]1)[CH2:9]2)=[O:5] |f:2.3.4,5.6|. Procedure: A mixture of 2-bromo-5-bromomethyl-N-(tricyclo[3.3.1.13,7]dec-1-ylmethyl)-benzamide (Example 65a, 5.0 g), 1-tertbutyloxycarbonylpiperazine (2.3 g), potassium carbonate (3.2 g), potassium iodide (0.30 g) and acetone (75 ml) was refluxed in the dark for 14 h. The mixture was concentrated in vacuo, partitioned between ethyl acetate and water, then washed with brine. The organic layer was dried over magnesium sulfate and concentrated in vacuo. Recrystallization from ethyl acetate:isohexane gave the ... Starting materials: C(C)OC(C1=C(C=CC(=C1)N1CCCCC1)NC(C1=CC(=CC=C1)CN(CC(C)O)CC(C)O)=O)=O (2-(3-{[bis-(2-hydroxy-propyl)amino]-methyl}-benzoylamino)-5-piperidin-1-yl-benzoic acid ethyl ester), O.NN (Hydrazine monohydrate). The solvent is C(C)O (ethanol). Reaction conditions: time 12 hour. Product: OC(CN(CC(C)O)CC=1C=C(C(=O)NC2=C(C=C(C=C2)N2CCCCC2)C(=O)NN)C=CC1)C (3-{[bis-(2-hydroxy-propyl)-amino]-methyl}-N-(2-hydrazinocarbonyl-4-piperidin-1-yl-phenyl)benzamide), intermediate. Yield: 100.0%. Reaction SMILES: C([O:3][C:4](=O)[C:5]1[CH:10]=[C:9]([N:11]2[CH2:16][CH2:15][CH2:14][CH2:13][CH2:12]2)[CH:8]=[CH:7][C:6]=1[NH:17][C:18](=[O:35])[C:19]1[CH:24]=[CH:23][CH:22]=[C:21]([CH2:25][N:26]([CH2:31][CH:32](O)[CH3:33])[CH2:27][CH:28]([OH:30])[CH3:29])[CH:20]=1)C.[OH2:37].[NH2:38][NH2:39]>C(O)C>[OH:37][CH:32]([CH3:33])[CH2:31][N:26]([CH2:25][C:21]1[CH:20]=[C:19]([CH:24]=[CH:23][CH:22]=1)[C:18]([NH:17][C:6]1[CH:7]=[CH:8][C:9]([N:11]2[CH2:16][CH2:15][CH2:14][CH2:13][CH2:12]2)=[CH:10][C:5]=1[C:4]([NH:38][NH2:39])=[O:3])=[O:35])[CH2:27][CH:28]([OH:30])[CH3:29] |f:1.2|. Procedure details: Subsequently, 2-(3-{[bis-(2-hydroxy-propyl)amino]-methyl}-benzoylamino)-5-piperidin-1-yl-benzoic acid ethyl ester (200 mg) was dissolved in ethanol (2 ml). Hydrazine monohydrate (200 μl) was added dropwise to the solution at room temperature, and the mixture was then stirred at that temperature for 12 hr. After the completion of the reaction, the reaction solution was concentrated under the reduced pressure. The residue was purified by column chromatography eluted with a chloroform-methanol syst...